Dataset: the Open Reaction Database (ORD), a public repository of structured organic reaction records. Task: describe an organic reaction: reactants, conditions, products, and yield Conditions: time 12 hour. Procedure details: To a 100 mL of two neck RB flask was charged ethyl 3-(4-hydroxyphenyl)-3-phenylpropanoate (0.6 g, 2.2 mmol) and (4-{[(2Z)-2-(methoxyimino)-2-phenylethyl]oxy}phenyl)methanol (0.6 g, 2.2 mmol) in 20 mL of THF. To this added triphenyl phosphine (0.755 g, 2.88 mmol) at 0° C. and added DIAD (0.59 g, 2.88 mmol) portion wise over a period of 15 min at 0° C. After 12 h of stirring at RT, the mixture was diluted with Ethyl acetate, washed with water and brine solution successively. Organic phase was drie... The product is CO\N=C(/COC1=CC=C(COC2=CC=C(C=C2)C(CC(=O)OCC)C2=CC=CC=C2)C=C1)\C1=CC=CC=C1 (Ethyl 3-{4-[(4-{[(2Z)-2-(methoxyimino)-2-phenylethyl]oxy}benzyl)oxy]phenyl}-3-phenylpropanoate). Reaction SMILES: [OH:1][C:2]1[CH:7]=[CH:6][C:5]([CH:8]([C:15]2[CH:20]=[CH:19][CH:18]=[CH:17][CH:16]=2)[CH2:9][C:10]([O:12][CH2:13][CH3:14])=[O:11])=[CH:4][CH:3]=1.[CH3:21][O:22]/[N:23]=[C:24](/[C:35]1[CH:40]=[CH:39][CH:38]=[CH:37][CH:36]=1)\[CH2:25][O:26][C:27]1[CH:32]=[CH:31][C:30]([CH2:33]O)=[CH:29][CH:28]=1.C1(P(C2C=CC=CC=2)C2C=CC=CC=2)C=CC=CC=1.CC(OC(/N=N/C(OC(C)C)=O)=O)C>C1COCC1.C(OCC)(=O)C>[CH3:21][O:22]/[N:23]=[C:24](/[C:35]1[CH:40]=[CH:39][CH:38]=[CH:37][CH:36]=1)\[CH2:25][O:26][C:27]1[CH:32]=[CH:31][C:30]([CH2:33][O:1][C:2]2[CH:3]=[CH:4][C:5]([CH:8]([C:15]3[CH:16]=[CH:17][CH:18]=[CH:19][CH:20]=3)[CH2:9][C:10]([O:12][CH2:13][CH3:14])=[O:11])=[CH:6][CH:7]=2)=[CH:29][CH:28]=1. Isolated yield 52.2%. The solvent is C1CCOC1 (THF), C(C)(=O)OCC (Ethyl acetate). Starting materials: two, OC1=CC=C(C=C1)C(CC(=O)OCC)C1=CC=CC=C1 (ethyl 3-(4-hydroxyphenyl)-3-phenylpropanoate), CO\N=C(/COC1=CC=C(C=C1)CO)\C1=CC=CC=C1 ((4-{[(2Z)-2-(methoxyimino)-2-phenylethyl]oxy}phenyl)methanol), C1(=CC=CC=C1)P(C1=CC=CC=C1)C1=CC=CC=C1 (triphenyl phosphine), CC(C)OC(=O)/N=N/C(=O)OC(C)C (DIAD). The reactants are NN (hydrazine), ClC=1N=NC(=CC1)C1=CC=NC=C1 (3-chloro-6-(4-pyridinyl)pyridazine). Product: N(N)C=1N=NC(=CC1)C1=CC=NC=C1 (3-hydrazino-6-(4-pyridinyl)-pyridazine). As a reaction SMILES: [NH2:1][NH2:2].Cl[C:4]1[N:5]=[N:6][C:7]([C:10]2[CH:15]=[CH:14][N:13]=[CH:12][CH:11]=2)=[CH:8][CH:9]=1>>[NH:1]([C:4]1[N:5]=[N:6][C:7]([C:10]2[CH:15]=[CH:14][N:13]=[CH:12][CH:11]=2)=[CH:8][CH:9]=1)[NH2:2]. Procedure: The reaction of hydrazine with 3-chloro-6-(4-pyridinyl)pyridazine to produce 3-hydrazino-6-(4-pyridinyl)-pyridazine is carried out by heating the reactants at about 60° C. to 100° C. in a suitable solvent, preferably but optionally under an inert atmosphere. The reaction is preferably run at about 75° C. to 85° C. and is conveniently and preferably run by heating the reactants in refluxing isopropyl alcohol, preferably under nitrogen. Other suitable solvents include dioxane, ethanol, 2-methoxyet... Starting materials: O=C=NS(=O)(=O)Cl, ClCCl, COc1ccc(C(C)C)cc1-c1ccc(C(F)(F)F)cc1CNCc1cc(C(F)(F)F)cc(C(F)(F)F)c1, [Na+], O=C([O-])O, O. The product is COc1ccc(C(C)C)cc1-c1ccc(C(F)(F)F)cc1CN(Cc1cc(C(F)(F)F)cc(C(F)(F)F)c1)C(N)=O. RXN SMILES: [Cl:39][S:40](=[O:41])(=[O:42])[N:43]=[C:44]=[O:45].[Cl:52][CH2:53][Cl:54].[F:1][C:2]([c:3]1[cH:4][c:5]([CH2:6][NH:7][CH2:8][c:9]2[c:10](-[c:19]3[c:20]([O:28][CH3:29])[cH:21][cH:22][c:23]([CH:25]([CH3:26])[CH3:27])[cH:24]3)[cH:11][cH:12][c:13]([C:15]([F:16])([F:17])[F:18])[cH:14]2)[cH:30][c:31]([C:33]([F:34])([F:35])[F:36])[cH:32]1)([F:37])[F:38].[Na+:51].[O-:47][C:48]([OH:49])=[O:50].[OH2:46]>>[F:1][C:2]([c:3]1[cH:4][c:5]([CH2:6][N:7]([CH2:8][c:9]2[c:10](-[c:19]3[c:20]([O:28][CH3:29])[cH:21][cH:22][c:23]([CH:25]([CH3:26])[CH3:27])[cH:24]3)[cH:11][cH:12][c:13]([C:15]([F:16])([F:17])[F:18])[cH:14]2)[C:44]([NH2:43])=[O:45])[cH:30][c:31]([C:33]([F:34])([F:35])[F:36])[cH:32]1)([F:37])[F:38]. The reactants are CCCCCCCC(=O)Cl, CC(C)=O, O=C(O)CO, c1ccncc1. Yields the product CCCCCCCC(=O)OCC(=O)O. Reaction SMILES: [C:10]([CH2:11][CH2:12][CH2:13][CH2:14][CH2:15][CH2:16][CH3:17])(=[O:18])[Cl:19].[CH3:1][C:2](=[O:3])[CH3:4].[OH:5][CH2:6][C:7]([OH:8])=[O:9].[cH:20]1[cH:21][cH:22][n:23][cH:24][cH:25]1>>[O:5]([CH2:6][C:7]([OH:8])=[O:9])[C:10]([CH2:11][CH2:12][CH2:13][CH2:14][CH2:15][CH2:16][CH3:17])=[O:18]. Reactants: O=C(O)CCC(=O)c1ccccc1, CCc1csc(C(N)Cc2ccc([N+](=O)[O-])cc2)n1, Cn1ccnc1, ClCCl, O=S(Cl)Cl. Yields the product CCc1csc(C(Cc2ccc([N+](=O)[O-])cc2)NC(=O)CCC(=O)c2ccccc2)n1. RXN SMILES: [C:1]([c:2]1[cH:3][cH:4][cH:5][cH:6][cH:7]1)(=[O:8])[CH2:9][CH2:10][C:11](=[O:12])[OH:13].[CH2:24]([CH3:25])[c:26]1[n:27][c:28]([CH:31]([CH2:32][c:33]2[cH:34][cH:35][c:36]([N+:39](=[O:40])[O-:41])[cH:37][cH:38]2)[NH2:42])[s:29][cH:30]1.[CH3:14][n:15]1[cH:16][cH:17][n:18][cH:19]1.[Cl:43][CH2:44][Cl:45].[S:20]([Cl:21])([Cl:22])=[O:23]>>[C:1]([c:2]1[cH:3][cH:4][cH:5][cH:6][cH:7]1)(=[O:8])[CH2:9][CH2:10][C:11](=[O:13])[NH:42][CH:31]([c:28]1[n:27][c:26]([CH2:24][CH3:25])[cH:30][s:29]1)[CH2:32][c:33]1[cH:34][cH:35][c:36]([N+:39](=[O:40])[O-:41])[cH:37][cH:38]1. Reaction SMILES: Cl[C:2]1[N:6]([CH3:7])[C:5]2[C:8]([N:12]3[C:16]([CH2:17][CH3:18])=[CH:15][C:14]([CH2:19][CH3:20])=[N:13]3)=[CH:9][CH:10]=[CH:11][C:4]=2[N:3]=1.[Br:21][C:22]1[CH:28]=[C:27]([CH3:29])[C:25]([NH2:26])=[C:24]([O:30][CH3:31])[CH:23]=1.CN1CCCC1=O.C(=O)([O-])O.[Na+]>C(OCC)(=O)C>[Br:21][C:22]1[CH:28]=[C:27]([CH3:29])[C:25]([NH:26][C:2]2[N:6]([CH3:7])[C:5]3[C:8]([N:12]4[C:16]([CH2:17][CH3:18])=[CH:15][C:14]([CH2:19][CH3:20])=[N:13]4)=[CH:9][CH:10]=[CH:11][C:4]=3[N:3]=2)=[C:24]([O:30][CH3:31])[CH:23]=1 |f:3.4|. Solvent: C(C)(=O)OCC (ethyl acetate). The reactants are ClC1=NC2=C(N1C)C(=CC=C2)N2N=C(C=C2CC)CC (2-chloro-7-(3,5-diethyl-1H-pyrazol-1-yl)-1-methyl-1H-benzimidazole), BrC1=CC(=C(N)C(=C1)C)OC (4-bromo-2-methoxy-6-methylaniline), CN1C(CCC1)=O (1-methyl-2-pyrrolidinone), C(O)([O-])=O.[Na+] (sodium hydrogen carbonate). Yield: 83.3%. Run at temperature 110 celsius, time 20 hour. Yields the product BrC1=CC(=C(C(=C1)C)NC1=NC2=C(N1C)C(=CC=C2)N2N=C(C=C2CC)CC)OC (N-(4-Bromo-2-methoxy-6-methylphenyl)-7-(3,5-diethyl-1H-pyrazol-1-yl)-1-methyl-1H-benzimidazol-2-amine). Procedure: A mixture of 83 mg (0.287 mmol) of 2-chloro-7-(3,5-diethyl-1H-pyrazol-1-yl)-1-methyl-1H-benzimidazole, 186 mg (0.862 mmol) of 4-bromo-2-methoxy-6-methylaniline and 0.15 mL of 1-methyl-2-pyrrolidinone was stirred at 110° C. for 20 hours. After cooling, the reaction mixture was neutralized with saturated aqueous sodium hydrogen carbonate, followed by addition of ethyl acetate. The resulting crystals were collected by filtration and washed with water and ethyl acetate to give 112 mg (83%) of the ti...